The task is: describe an organic reaction: reactants, conditions, products, and yield. This data is from the Open Reaction Database (ORD), a public repository of structured organic reaction records. The reactants are CC1(CN(C2=CC(=CC=C12)[N+](=O)[O-])CC1CCN(CC1)C(=O)OC(C)(C)C)C (3,3-Dimethyl-1-(1-Boc-piperidin-4-ylmethyl)-6-nitro-2,3-dihydro-1H-indole). The solvent is Cl.CCOC(=O)C (HCl EtOAc). Conditions: time 2 hour. Yields the product CC1(CN(C2=CC(=CC=C12)[N+](=O)[O-])CC1CCNCC1)C (3,3-Dimethyl-6-nitro-1-piperidin-4-ylmethyl-2,3-dihydro-1H-indole). Reaction SMILES: [CH3:1][C:2]1([CH3:28])[C:10]2[C:5](=[CH:6][C:7]([N+:11]([O-:13])=[O:12])=[CH:8][CH:9]=2)[N:4]([CH2:14][CH:15]2[CH2:20][CH2:19][N:18](C(OC(C)(C)C)=O)[CH2:17][CH2:16]2)[CH2:3]1>Cl.CCOC(C)=O>[CH3:1][C:2]1([CH3:28])[C:10]2[C:5](=[CH:6][C:7]([N+:11]([O-:13])=[O:12])=[CH:8][CH:9]=2)[N:4]([CH2:14][CH:15]2[CH2:20][CH2:19][NH:18][CH2:17][CH2:16]2)[CH2:3]1 |f:1.2|. Procedure: 3,3-Dimethyl-1-(1-Boc-piperidin-4-ylmethyl)-6-nitro-2,3-dihydro-1H-indole was dissolved in HCl/EtOAc and stirred for 2 h. The mixture was concentrated in vacuo and partitioned between 1,2-dichloroethane and 1N NaOH. The organic layer was removed, washed with brine, dried (Na2SO4) and filtered. The material was used without further purification. The reactants are BrC=1N=C(C(=NC1)N)O[C@H](C)C1=C(C(=CC=C1Cl)F)Cl (5-bromo-3-[(R)-1-(2,6-dichloro-3-fluoro-phenyl)-ethoxy]-pyrazin-2-ylamine), C(C)(C)(C)OC(=O)N1N=CC(=C1)B1OC(C(O1)(C)C)(C)C (4-(4,4,5,5-Tetramethyl-[1,3,2]dioxaborolan-2-yl)-pyrazole-1-carboxylic acid tert-butyl ester), c-Met. The product is ClC1=C(C(=CC=C1F)Cl)[C@@H](C)OC=1C(=NC=C(N1)C=1C=NNC1)N (3-[(R)-1-(2,6-Dichloro-3-fluoro-phenyl)-ethoxy]-5-(1H-pyrazol-4-yl)-pyrazin-2-ylamine). As a reaction SMILES: Br[C:2]1[N:3]=[C:4]([O:9][C@@H:10]([C:12]2[C:17]([Cl:18])=[CH:16][CH:15]=[C:14]([F:19])[C:13]=2[Cl:20])[CH3:11])[C:5]([NH2:8])=[N:6][CH:7]=1.C(OC([N:28]1[CH:32]=[C:31](B2OC(C)(C)C(C)(C)O2)[CH:30]=[N:29]1)=O)(C)(C)C>>[Cl:20][C:13]1[C:14]([F:19])=[CH:15][CH:16]=[C:17]([Cl:18])[C:12]=1[C@H:10]([O:9][C:4]1[C:5]([NH2:8])=[N:6][CH:7]=[C:2]([C:31]2[CH:32]=[N:28][NH:29][CH:30]=2)[N:3]=1)[CH3:11]. Procedure details: The title compound was prepared according to procedure 3 using 5-bromo-3-[(R)-1-(2,6-dichloro-3-fluoro-phenyl)-ethoxy]-pyrazin-2-ylamine and 4-(4,4,5,5-Tetramethyl-[1,3,2]dioxaborolan-2-yl)-pyrazole-1-carboxylic acid tert-butyl ester. 1H NMR (400 MHz, DMSO-d6) δ 12.81 (s, 1H), 7.79 (s, 1H), 7.48 (m, 1H), 7.36 (t, 1H), 6.48 (q, 1H), 6.12 (s, 2H), 1.75 (d, 3H); LCMS: 368 [M+1]; c-Met Ki: 0.065 μM. The reactants are O=C1CC(N(CC1)C(=O)OCC1=CC=CC=C1)C(=O)OC (2-Methyl 1-(phenylmethyl) 4-oxo-1,2-piperidinedicarboxylate), C(CO)O (1,2-ethanediol), C1(=CC=C(C=C1)S(=O)(=O)O)C (4-toluenesulphonic acid). Run in C1=CC=CC=C1 (benzene). Product: O1CCOC12CC(N(CC2)C(=O)OCC2=CC=CC=C2)C(=O)OC (7-Methyl 8-(phenylmethyl) 1,4-dioxa-8-azaspiro[4.5]decane-7,8-dicarboxylate). Reaction SMILES: [O:1]=[C:2]1[CH2:7][CH2:6][N:5]([C:8]([O:10][CH2:11][C:12]2[CH:17]=[CH:16][CH:15]=[CH:14][CH:13]=2)=[O:9])[CH:4]([C:18]([O:20][CH3:21])=[O:19])[CH2:3]1.[CH2:22](O)[CH2:23][OH:24].C1(C)C=CC(S(O)(=O)=O)=CC=1>C1C=CC=CC=1>[O:24]1[C:2]2([CH2:7][CH2:6][N:5]([C:8]([O:10][CH2:11][C:12]3[CH:13]=[CH:14][CH:15]=[CH:16][CH:17]=3)=[O:9])[CH:4]([C:18]([O:20][CH3:21])=[O:19])[CH2:3]2)[O:1][CH2:22][CH2:23]1. Reported procedure: A solution of the product of stage (ii) (5.06 g) and 1,2-ethanediol (1.06 ml) in benzene (100 ml) containing 4-toluenesulphonic acid (0.2 g) was stirred at reflux temperature under a Soxhlet cup filled with 4 Å molecular sieves for 4 h. The reaction mixture was allowed to cool to 22°, washed with 2N sodium carbonate (2×20 ml), water (20 ml) and dried. The benzene solution was evaporated in vacuo to give the title compound as an oil (5.75 g).